From a dataset of the Open Reaction Database (ORD), a public repository of structured organic reaction records. describe an organic reaction: reactants, conditions, products, and yield The reactants are S1C=NC2=C1C=C(C=C2)C2(CC2)C2=NN=C1N2N=C(C=N1)C1=CC=C(C(=O)OC)C=C1 (methyl 4-{3-[1-(1,3-benzothiazol-6-yl)cyclopropyl][1,2,4]triazolo[4,3-b][1,2,4]triazin-6-yl}benzoate), O.[OH-].[Li+] (lithium hydroxide monohydrate), Cl (HCl). Run in CO (methanol), O (water). Reaction conditions: time 4 hour. Product: S1C=NC2=C1C=C(C=C2)C2(CC2)C2=NN=C1N2N=C(C=N1)C1=CC=C(C(=O)O)C=C1 (4-{3-[1-(1,3-benzothiazol-6-yl)cyclopropyl][1,2,4]triazolo[4,3-b][1,2,4]triazin-6-yl}benzoic acid). RXN SMILES: [S:1]1[C:5]2[CH:6]=[C:7]([C:10]3([C:13]4[N:17]5[N:18]=[C:19]([C:22]6[CH:31]=[CH:30][C:25]([C:26]([O:28]C)=[O:27])=[CH:24][CH:23]=6)[CH:20]=[N:21][C:16]5=[N:15][N:14]=4)[CH2:12][CH2:11]3)[CH:8]=[CH:9][C:4]=2[N:3]=[CH:2]1.O.[OH-].[Li+].Cl>CO.O>[S:1]1[C:5]2[CH:6]=[C:7]([C:10]3([C:13]4[N:17]5[N:18]=[C:19]([C:22]6[CH:31]=[CH:30][C:25]([C:26]([OH:28])=[O:27])=[CH:24][CH:23]=6)[CH:20]=[N:21][C:16]5=[N:15][N:14]=4)[CH2:11][CH2:12]3)[CH:8]=[CH:9][C:4]=2[N:3]=[CH:2]1 |f:1.2.3|. Reported procedure: A mixture of methyl 4-{3-[1-(1,3-benzothiazol-6-yl)cyclopropyl][1,2,4]triazolo[4,3-b][1,2,4]triazin-6-yl}benzoate (80.0 mg, 0.19 mmol) and lithium hydroxide monohydrate (16.0 mg, 0.37 mmol) in methanol (3.0 mL) and water (1.0 mL) was stirred at RT for 4 h. The mixture was adjusted with 1N HCl to pH=5. The volatiles were removed under reduced pressure, and dried in-vacuo to give a crude product which was directly used in the next step without further purification. Analytical LCMS: (M+H)+=415.0. Reactants: C1CCOC1, COC(=O)c1ccc2c(C3CCCCC3)c3n(c2c1)CC(OS(=O)(=O)c1ccc(C)cc1)COc1ccccc1-3, C[Si](C)(C)N=[N+]=[N-]. Product: COC(=O)c1ccc2c(C3CCCCC3)c3n(c2c1)CC(N=[N+]=[N-])COc1ccccc1-3. Reaction SMILES: [CH2:41]1[O:42][CH2:43][CH2:44][CH2:45]1.[CH:1]1([c:7]2[c:8]3[cH:9][cH:10][c:11]([C:37](=[O:38])[O:39][CH3:40])[cH:12][c:13]3[n:14]3[c:21]2-[c:20]2[c:19]([cH:25][cH:24][cH:23][cH:22]2)[O:18][CH2:17][CH:16]([O:26][S:27]([c:28]2[cH:29][cH:30][c:31]([CH3:32])[cH:33][cH:34]2)(=[O:35])=[O:36])[CH2:15]3)[CH2:2][CH2:3][CH2:4][CH2:5][CH2:6]1.[N:46](=[N+:47]=[N-:48])[Si:49]([CH3:50])([CH3:51])[CH3:52]>>[CH:1]1([c:7]2[c:8]3[cH:9][cH:10][c:11]([C:37](=[O:38])[O:39][CH3:40])[cH:12][c:13]3[n:14]3[c:21]2-[c:20]2[c:19]([cH:25][cH:24][cH:23][cH:22]2)[O:18][CH2:17][CH:16]([N:46]=[N+:47]=[N-:48])[CH2:15]3)[CH2:2][CH2:3][CH2:4][CH2:5][CH2:6]1. Yields the product C(C)(=O)N1C2=C(OCC1)C=CC(=C2)C=2SC(=C(N2)C(=O)OCC)N(CCOC2=CC=CC=C2)C (ethyl 2-(4-acetyl-3,4-dihydro-2H-benzo[b][1,4]oxazin-6-yl)-5-(methyl(2-phenoxyethyl)amino)thiazole-4-carboxylate). Starting materials: C(C)(=O)N1C2=C(OCC1)C=CC(=C2)C=2SC(=C(N2)C(=O)OCC)Cl (ethyl 2-(4-acetyl-3,4-dihydro-2H-benzo[b][1,4]oxazin-6-yl)-5-chlorothiazole-4-carboxylate), CNCCOC1=CC=CC=C1 (methyl-(2-phenoxy-ethyl)-amine). Conditions: temperature 70 celsius. Run in CN(C)C=O (DMF). The yield is 51.7%. RXN SMILES: [C:1]([N:4]1[CH2:9][CH2:8][O:7][C:6]2[CH:10]=[CH:11][C:12]([C:14]3[S:15][C:16](Cl)=[C:17]([C:19]([O:21][CH2:22][CH3:23])=[O:20])[N:18]=3)=[CH:13][C:5]1=2)(=[O:3])[CH3:2].[CH3:25][NH:26][CH2:27][CH2:28][O:29][C:30]1[CH:35]=[CH:34][CH:33]=[CH:32][CH:31]=1>CN(C=O)C>[C:1]([N:4]1[CH2:9][CH2:8][O:7][C:6]2[CH:10]=[CH:11][C:12]([C:14]3[S:15][C:16]([N:26]([CH3:25])[CH2:27][CH2:28][O:29][C:30]4[CH:35]=[CH:34][CH:33]=[CH:32][CH:31]=4)=[C:17]([C:19]([O:21][CH2:22][CH3:23])=[O:20])[N:18]=3)=[CH:13][C:5]1=2)(=[O:3])[CH3:2]. Procedure: To ethyl 2-(4-acetyl-3,4-dihydro-2H-benzo[b][1,4]oxazin-6-yl)-5-chlorothiazole-4-carboxylate (7D) (0.15 g, 0.41 mmol) and methyl-(2-phenoxy-ethyl)-amine (1.24 g, 8.1 mmol) was added DMF (10 mL). The reaction mixture was allowed to heat to 70° C. for 48 hours. The reaction mixture was cooled to rt and concentrated under reduced pressure. The crude residue was purified by column chromatography on silica gel eluting with a gradient of 0 to 80% EtOAc in hexanes to provide 0.102 g (52%) of the desire... Reactants: O=C([O-])[O-], C1COCCN1, CC#N, CN(C)CC1(c2ccc(OCCCCl)cc2)CCOCC1, [K+], [K+]. Product: CN(C)CC1(c2ccc(OCCCN3CCOCC3)cc2)CCOCC1. RXN SMILES: [C:28](=[O:29])([O-:30])[O-:31].[CH2:22]1[CH2:23][O:24][CH2:25][CH2:26][NH:27]1.[CH3:34][C:35]#[N:36].[Cl:1][CH2:2][CH2:3][CH2:4][O:5][c:6]1[cH:7][cH:8][c:9]([C:12]2([CH2:18][N:19]([CH3:20])[CH3:21])[CH2:13][CH2:14][O:15][CH2:16][CH2:17]2)[cH:10][cH:11]1.[K+:32].[K+:33]>>[CH2:2]([CH2:3][CH2:4][O:5][c:6]1[cH:7][cH:8][c:9]([C:12]2([CH2:18][N:19]([CH3:20])[CH3:21])[CH2:13][CH2:14][O:15][CH2:16][CH2:17]2)[cH:10][cH:11]1)[N:27]1[CH2:22][CH2:23][O:24][CH2:25][CH2:26]1. Starting materials: CCC(Oc1ccc2c(-c3ccc(Cl)cc3)noc2c1Cl)C(=O)[O-], CCO, Cl, [Na+], [OH-], O. The product is O=C(O)COc1ccc2c(-c3ccc(Cl)cc3)noc2c1Cl. RXN SMILES: [CH2:1]([CH3:2])[CH:3]([C:4](=[O:5])[O-:6])[O:7][c:8]1[c:9]([Cl:24])[c:10]2[c:11]([c:12](-[c:15]3[cH:16][cH:17][c:18]([Cl:21])[cH:19][cH:20]3)[n:13][o:14]2)[cH:22][cH:23]1.[CH2:28]([OH:29])[CH3:30].[ClH:27].[Na+:26].[OH-:25].[OH2:31]>>[CH2:3]([C:4](=[O:5])[OH:6])[O:7][c:8]1[c:9]([Cl:24])[c:10]2[c:11]([c:12](-[c:15]3[cH:16][cH:17][c:18]([Cl:21])[cH:19][cH:20]3)[n:13][o:14]2)[cH:22][cH:23]1.